From a dataset of the Open Reaction Database (ORD), a public repository of structured organic reaction records. describe an organic reaction: reactants, conditions, products, and yield Reactants: BrC=1C=C(C(=NC1)N)O (5-bromo-3-hydroxy-2-amino-pyridine), ClC1=C(C=C(C=C1)F)C(C)O (1-(2-chloro-5-fluoro-phenyl)-ethanol). Run at time 18 hour. Yields the product BrC=1C=C(C(=NC1)N)OC(C)C1=C(C=CC(=C1)F)Cl (5-Bromo-3-[1-(2-chloro-5-fluoro-phenyl)-ethoxy]-pyridin-2-ylamine), solid. Yield: 49.0%. RXN SMILES: [Br:1][C:2]1[CH:3]=[C:4]([OH:9])[C:5]([NH2:8])=[N:6][CH:7]=1.[Cl:10][C:11]1[CH:16]=[CH:15][C:14]([F:17])=[CH:13][C:12]=1[CH:18](O)[CH3:19]>>[Br:1][C:2]1[CH:3]=[C:4]([O:9][CH:18]([C:12]2[CH:13]=[C:14]([F:17])[CH:15]=[CH:16][C:11]=2[Cl:10])[CH3:19])[C:5]([NH2:8])=[N:6][CH:7]=1. Procedure: The title compound was prepared by a similar method to that of preparation 18 using commercially available 5-bromo-3-hydroxy-2-amino-pyridine and 1-(2-chloro-5-fluoro-phenyl)-ethanol (prepared according to WO 2009087305 A1) except the reaction time was 18 hr and the crude reaction was purified by chromatography on silica gel eluting initially with ethyl acetate in dichloromethane (2:98) followed by a second purification on silica gel eluting with tert-butyl methyl ether in heptane (45:55) to giv... Run at temperature 70 celsius, time 20 hour. The product is C(C)(C)(C)OC(COCC(COC=1C2=C(N=CN1)OC(=C2C2=CC=C(C=C2)OC)C2=CC=CC=C2)C)=O ((3-{[5-(4-Methoxyphenyl)-6-phenylfuro[2,3-d]pyrimidin-4-yl]oxy}-2-methylpropoxy)acetic acid tert.-butyl ester). Run in C1(=CC=CC=C1)C (toluene). Reagents/catalysts: S(=O)(=O)(O)[O-].C(CCC)[N+](CCCC)(CCCC)CCCC (tetra-n-butylammonium hydrogensulphate). Starting materials: Cl (hydrochloric acid), BrCC(=O)OC(C)(C)C (tert.-butyl bromoacetate), [OH-].[Na+] (sodium hydroxide), COC1=CC=C(C=C1)C1=C(OC=2N=CN=C(C21)OCC(CO)C)C2=CC=CC=C2 (3-{[5-(4-methoxyphenyl)-6-phenylfuro[2,3-d]pyrimidin-4-yl]oxy}-2-methylpropan-1-ol). Reaction SMILES: [OH-].[Na+].[CH3:3][O:4][C:5]1[CH:10]=[CH:9][C:8]([C:11]2[C:19]3[C:18]([O:20][CH2:21][CH:22]([CH3:25])[CH2:23][OH:24])=[N:17][CH:16]=[N:15][C:14]=3[O:13][C:12]=2[C:26]2[CH:31]=[CH:30][CH:29]=[CH:28][CH:27]=2)=[CH:7][CH:6]=1.Br[CH2:33][C:34]([O:36][C:37]([CH3:40])([CH3:39])[CH3:38])=[O:35].Cl>C1(C)C=CC=CC=1.S([O-])(O)(=O)=O.C([N+](CCCC)(CCCC)CCCC)CCC>[C:37]([O:36][C:34](=[O:35])[CH2:33][O:24][CH2:23][CH:22]([CH3:25])[CH2:21][O:20][C:18]1[C:19]2[C:11]([C:8]3[CH:7]=[CH:6][C:5]([O:4][CH3:3])=[CH:10][CH:9]=3)=[C:12]([C:26]3[CH:27]=[CH:28][CH:29]=[CH:30][CH:31]=3)[O:13][C:14]=2[N:15]=[CH:16][N:17]=1)([CH3:40])([CH3:39])[CH3:38] |f:0.1,6.7|. Procedure: Add 1.14 ml of 12.5 N sodium hydroxide solution to a solution of 500 mg (1.28 mmol) 3-{[5-(4-methoxyphenyl)-6-phenylfuro[2,3-d]pyrimidin-4-yl]oxy}-2-methylpropan-1-ol in 10 ml toluene at 70° C. After adding 44 mg (0.13 mmol) tetra-n-butylammonium hydrogensulphate and 500 mg (2.56 mmol) tert.-butyl bromoacetate, stir the reaction mixture for 20 h at 70° C. After cooling to room temperature, adjust to pH 7 with concentrated hydrochloric acid and extract three times with 50 ml dichloromethane each ... The reactants are Cl.C(CCC)OC([C@@H](NC([C@@H](NC([C@@H](NC([C@H]1NC(CC1)=O)=O)CCCCN)=O)CC(C)C)=O)CCCNC(N)=N)OCCCC (L-pyroglutamyl-L-lysyl-L-leucyl-L-argininal dibutyl acetal hydrochloride), O1CCN(CC1)C(C)S(=O)(=O)O (morpholinoethanesulfonic acid), C(C)N=C=NCCCN(C)C (1-ethyl-3-(3-dimethylaminopropyl)carbodiimide). Run in O1CCOCC1 (dioxane). Conditions: temperature 37 celsius, time 24 hour. Product: N1[C@@H](CCC1=O)C(=O)N[C@@H](CCCCN)C(=O)N[C@@H](CC(C)C)C(=O)N[C@@H](CCCNC(N)=N)C=O (pyroglutamyl-lysyl-leucyl-argininal). RXN SMILES: Cl.C([O:6][CH:7](OCCCC)[C@H:8]([CH2:35][CH2:36][CH2:37][NH:38][C:39](=[NH:41])[NH2:40])[NH:9][C:10](=[O:34])[C@H:11]([CH2:30][CH:31]([CH3:33])[CH3:32])[NH:12][C:13](=[O:29])[C@H:14]([CH2:24][CH2:25][CH2:26][CH2:27][NH2:28])[NH:15][C:16](=[O:23])[C@@H:17]1[CH2:21][CH2:20][C:19](=[O:22])[NH:18]1)CCC.O1CCN(C(S(O)(=O)=O)C)CC1.C(N=C=NCCCN(C)C)C>O1CCOCC1>[NH:18]1[C:19](=[O:22])[CH2:20][CH2:21][C@H:17]1[C:16]([NH:15][C@H:14]([C:13]([NH:12][C@H:11]([C:10]([NH:9][C@H:8]([CH:7]=[O:6])[CH2:35][CH2:36][CH2:37][NH:38][C:39](=[NH:40])[NH2:41])=[O:34])[CH2:30][CH:31]([CH3:32])[CH3:33])=[O:29])[CH2:24][CH2:25][CH2:26][CH2:27][NH2:28])=[O:23] |f:0.1|. Procedure: 270 mg of L-pyroglutamyl-L-lysyl-L-leucyl-L-argininal dibutyl acetal hydrochloride obtained in Example 1(c) was suspended in a mixed solution of 78 ml of 0.1M morpholinoethanesulfonic acid and 78 ml of dioxane. To this suspension, with its pH adjusted to 5.0, were added 30 ml of CM-Biogel® A (100-200 meshes) (a product of Bio-Rad Lab.) and then portionwise 3 g of 1-ethyl-3-(3-dimethylaminopropyl)carbodiimide for a period of one hour under stirring. The resulting solution was further stirred at 3... Starting materials: SC1=NC2=CC=CC=C2C(N1C1=CC=CC=C1)=O (2-mercapto-3-phenyl-4(3H)-quinazolinone), Cl.C(C)N(CCCl)CC (β-diethylaminoethyl chloride hydrochloride). The product is C(C)N(CCSC1=NC2=CC=CC=C2C(N1C1=CC=CC=C1)=O)CC (2-(2-Diethylaminoethylthio)-3-phenyl-4(3H)-quinazolinone). Yield: 32.7%. As a reaction SMILES: [SH:1][C:2]1[N:11]([C:12]2[CH:17]=[CH:16][CH:15]=[CH:14][CH:13]=2)[C:10](=[O:18])[C:9]2[C:4](=[CH:5][CH:6]=[CH:7][CH:8]=2)[N:3]=1.Cl.[CH2:20]([N:22]([CH2:26][CH3:27])[CH2:23][CH2:24]Cl)[CH3:21]>>[CH2:20]([N:22]([CH2:26][CH3:27])[CH2:23][CH2:24][S:1][C:2]1[N:11]([C:12]2[CH:13]=[CH:14][CH:15]=[CH:16][CH:17]=2)[C:10](=[O:18])[C:9]2[C:4](=[CH:5][CH:6]=[CH:7][CH:8]=2)[N:3]=1)[CH3:21] |f:1.2|. Procedure: The title compound was prepared in a yield of 32.7%, using 2-mercapto-3-phenyl-4(3H)-quinazolinone in place of 3-isobutyl-2-mercapto-4(3H)-quinazoline and β-diethylaminoethyl chloride hydrochloride in place of 2-chloromethylpyridine hydrochloride. Reactants: CC(=O)O[BH-](OC(C)=O)OC(C)=O, CC(=O)O, CC#N, CCOC(=O)C(C)=C(C)N, [Na+]. Yields the product CCOC(=O)C(C)C(C)N. RXN SMILES: [C:11]([O:12][BH-:13]([O:14][C:15](=[O:16])[CH3:17])[O:18][C:19](=[O:20])[CH3:21])(=[O:22])[CH3:23].[CH3:25][C:26](=[O:27])[OH:28].[CH3:29][C:30]#[N:31].[NH2:1][C:2](=[C:3]([C:4](=[O:5])[O:6][CH2:7][CH3:8])[CH3:9])[CH3:10].[Na+:24]>>[NH2:1][CH:2]([CH:3]([C:4](=[O:5])[O:6][CH2:7][CH3:8])[CH3:9])[CH3:10]. The reactants are S1C(=CC=C1)B(O)O (2-thienylboronic acid), CC(C)([O-])C.[K+] (potassium tert-butoxide), BrC1=C(C=C(C=C1)S(=O)(=O)NC1=C(C=CC(=C1)N1C[C@H](N[C@H](C1)C)C)OC)F (4-bromo-N-[5-(cis-3,5-dimethyl-1-piperazinyl)-2-(methyloxy)phenyl]-3-fluorobenzenesulfonamide), S1C(=CC=C1)B(O)O (2-thienylboronic acid). Reagents/catalysts: C=1C=CC(=CC1)[P](C=2C=CC=CC2)(C=3C=CC=CC3)[Pd]([P](C=4C=CC=CC4)(C=5C=CC=CC5)C=6C=CC=CC6)([P](C=7C=CC=CC7)(C=8C=CC=CC8)C=9C=CC=CC9)[P](C=1C=CC=CC1)(C=1C=CC=CC1)C=1C=CC=CC1 (tetrakis(triphenylphosphine)palladium(0)), C=1C=CC(=CC1)[P](C=2C=CC=CC2)(C=3C=CC=CC3)[Pd]([P](C=4C=CC=CC4)(C=5C=CC=CC5)C=6C=CC=CC6)([P](C=7C=CC=CC7)(C=8C=CC=CC8)C=9C=CC=CC9)[P](C=1C=CC=CC1)(C=1C=CC=CC1)C=1C=CC=CC1 (tetrakis(triphenylphosphine)palladium(0)). Solvent: O (water), COCCOC (DME). Reaction conditions: temperature 100 celsius, time 30 minute. Product: C[C@@H]1CN(C[C@@H](N1)C)C=1C=CC(=C(C1)NS(=O)(=O)C1=CC(=C(C=C1)C=1SC=CC1)F)OC (N-[5-(cis-3,5-Dimethyl-1-piperazinyl)-2-(methyloxy)phenyl]-3-fluoro-4-(2-thienyl)benzenesulfonamide). RXN SMILES: Br[C:2]1[CH:7]=[CH:6][C:5]([S:8]([NH:11][C:12]2[CH:17]=[C:16]([N:18]3[CH2:23][C@H:22]([CH3:24])[NH:21][C@H:20]([CH3:25])[CH2:19]3)[CH:15]=[CH:14][C:13]=2[O:26][CH3:27])(=[O:10])=[O:9])=[CH:4][C:3]=1[F:28].[S:29]1[CH:33]=[CH:32][CH:31]=[C:30]1B(O)O.CC(C)([O-])C.[K+]>COCCOC.O.C1C=CC([P]([Pd]([P](C2C=CC=CC=2)(C2C=CC=CC=2)C2C=CC=CC=2)([P](C2C=CC=CC=2)(C2C=CC=CC=2)C2C=CC=CC=2)[P](C2C=CC=CC=2)(C2C=CC=CC=2)C2C=CC=CC=2)(C2C=CC=CC=2)C2C=CC=CC=2)=CC=1>[CH3:25][C@H:20]1[NH:21][C@@H:22]([CH3:24])[CH2:23][N:18]([C:16]2[CH:15]=[CH:14][C:13]([O:26][CH3:27])=[C:12]([NH:11][S:8]([C:5]3[CH:6]=[CH:7][C:2]([C:30]4[S:29][CH:33]=[CH:32][CH:31]=4)=[C:3]([F:28])[CH:4]=3)(=[O:10])=[O:9])[CH:17]=2)[CH2:19]1 |f:2.3,^1:53,55,74,93|. Procedure details: To a mixture of 4-bromo-N-[5-(cis-3,5-dimethyl-1-piperazinyl)-2-(methyloxy)phenyl]-3-fluorobenzenesulfonamide (E105) (100 mg, 0.21 mmol) and 2-thienylboronic acid (54 mg, 0.42 mmol) in DME (3 ml) was added potassium tert-butoxide (212 mg, 1.89 mmol) and tetrakis(triphenylphosphine)palladium(0) (12 mg, 0.01 mmol) in water (1 ml) and the resulting mixture stirred in a microwave (set at high absorbance) at 100° C. for 30 minutes. Additional 2-thienylboronic acid (27 mg, 0.21 mmol) and tetrakis(trip... Reactants: Cc1ccc2c(Cl)ccnc2n1, Cc1ccc(Sc2cccc(C(=O)N(C)C)c2)c(N)c1. Yields the product Cc1ccc(Sc2cccc(C(=O)N(C)C)c2)c(Nc2ccnc3nc(C)ccc23)c1. As a reaction SMILES: [Cl:21][c:22]1[c:23]2[cH:24][cH:25][c:26]([CH3:32])[n:27][c:28]2[n:29][cH:30][cH:31]1.[NH2:1][c:2]1[c:3]([S:9][c:10]2[cH:11][c:12]([C:13](=[O:14])[N:15]([CH3:16])[CH3:17])[cH:18][cH:19][cH:20]2)[cH:4][cH:5][c:6]([CH3:8])[cH:7]1>>[NH:1]([c:2]1[c:3]([S:9][c:10]2[cH:11][c:12]([C:13](=[O:14])[N:15]([CH3:16])[CH3:17])[cH:18][cH:19][cH:20]2)[cH:4][cH:5][c:6]([CH3:8])[cH:7]1)[c:22]1[c:23]2[cH:24][cH:25][c:26]([CH3:32])[n:27][c:28]2[n:29][cH:30][cH:31]1.